From a dataset of the Open Reaction Database (ORD), a public repository of structured organic reaction records. describe an organic reaction: reactants, conditions, products, and yield Starting materials: CO, [H][H], O=[N+]([O-])c1ccc(OCC(F)(F)F)nc1. The product is Nc1ccc(OCC(F)(F)F)nc1. As a reaction SMILES: [CH3:18][OH:19].[H:16][H:17].[N+:1]([O-:2])(=[O:3])[c:4]1[cH:5][cH:6][c:7]([O:10][CH2:11][C:12]([F:13])([F:14])[F:15])[n:8][cH:9]1>>[NH2:1][c:4]1[cH:5][cH:6][c:7]([O:10][CH2:11][C:12]([F:13])([F:14])[F:15])[n:8][cH:9]1.